describe an organic reaction: reactants, conditions, products, and yield From a dataset of the Open Reaction Database (ORD), a public repository of structured organic reaction records. The reactants are C1CCOC1, CCCC(C)CC1CC(=O)N(Cc2ccccc2)C1, N, [Na]. Product: CCCC(C)CC1CNC(=O)C1. Reaction SMILES: [CH2:22]1[O:23][CH2:24][CH2:25][CH2:26]1.[CH2:2]([c:3]1[cH:4][cH:5][cH:6][cH:7][cH:8]1)[N:9]1[C:10](=[O:20])[CH2:11][CH:12]([CH2:14][CH:15]([CH2:16][CH2:17][CH3:18])[CH3:19])[CH2:13]1.[NH3:1].[Na:21]>>[NH:9]1[C:10](=[O:20])[CH2:11][CH:12]([CH2:14][CH:15]([CH2:16][CH2:17][CH3:18])[CH3:19])[CH2:13]1. Reactants: BrCCCC#N (4-bromobutyronitrile), C(C)(C)N(CC)C(C)C (diisopropylethylamine), BrCCCC#N (4-bromobutyronitrile), COC1=CC=C(C=C1)C1=C(OC=2N=CN=C(C21)OC2CNCCC2)C2=CC=CC=C2 ((+/−)-5-(4-methoxyphenyl)-6-phenyl-4-(piperidin-3-yloxy)furo[2,3-d]pyrimidine), C(C)(C)N(CC)C(C)C (diisopropylethylamine), [I-].[K+] (potassium iodide). Run in ClCCl (dichloromethane), C1CCOC1 (THF). The product is COC1=CC=C(C=C1)C1=C(OC=2N=CN=C(C21)OC2CN(CCC2)CCCC#N)C2=CC=CC=C2 ((+/−)-4-(3-{[5-(4-Methoxyphenyl)-6-phenylfuro[2,3-d]pyrimidin-4-yl]oxy}piperidin-1-yl)butanenitrile). As a reaction SMILES: Br[CH2:2][CH2:3][CH2:4][C:5]#[N:6].[CH3:7][O:8][C:9]1[CH:14]=[CH:13][C:12]([C:15]2[C:23]3[C:22]([O:24][CH:25]4[CH2:30][CH2:29][CH2:28][NH:27][CH2:26]4)=[N:21][CH:20]=[N:19][C:18]=3[O:17][C:16]=2[C:31]2[CH:36]=[CH:35][CH:34]=[CH:33][CH:32]=2)=[CH:11][CH:10]=1.C(N(C(C)C)CC)(C)C.[I-].[K+]>C1COCC1.ClCCl>[CH3:7][O:8][C:9]1[CH:10]=[CH:11][C:12]([C:15]2[C:23]3[C:22]([O:24][CH:25]4[CH2:30][CH2:29][CH2:28][N:27]([CH2:2][CH2:3][CH2:4][C:5]#[N:6])[CH2:26]4)=[N:21][CH:20]=[N:19][C:18]=3[O:17][C:16]=2[C:31]2[CH:36]=[CH:35][CH:34]=[CH:33][CH:32]=2)=[CH:13][CH:14]=1 |f:3.4|. Procedure details: Add 147.5 mg (0.996 mmol) of 4-bromobutyronitrile at RT to a mixture of 200 mg (0.498 mmol) of (+/−)-5-(4-methoxyphenyl)-6-phenyl-4-(piperidin-3-yloxy)furo[2,3-d]pyrimidine, 0.25 ml (1.5 mmol) of diisopropylethylamine and 8.3 mg of potassium iodide in 2 ml of THF. The mixture is stirred under reflux for 10 h. After adding a further 0.25 ml (1.5 mmol) of diisopropylethylamine and 147.5 mg (0.996 mmol) of 4-bromobutyronitrile, continue to stir under reflux overnight. After cooling to RT, dilute wi... The product is O=C(O)CCC(=O)c1ccc(Cl)c(O)c1. As a reaction SMILES: [N:16](=[O:17])[O-:18].[NH2:1][c:2]1[cH:3][c:4]([C:5](=[O:6])[CH2:7][CH2:8][C:9](=[O:10])[OH:11])[cH:12][cH:13][c:14]1[Cl:15].[Na+:19].[S:20](=[O:21])(=[O:22])([OH:23])[OH:24]>>[c:2]1([OH:17])[cH:3][c:4]([C:5](=[O:6])[CH2:7][CH2:8][C:9](=[O:10])[OH:11])[cH:12][cH:13][c:14]1[Cl:15]. Reactants: O=N[O-], Nc1cc(C(=O)CCC(=O)O)ccc1Cl, [Na+], O=S(=O)(O)O. The reactants are CN(C)C(=O)N1CCNCC1, CS(C)=O, N#Cc1cnc(Nc2cc(CCl)ccn2)s1, O. Product: CN(C)C(=O)N1CCN(Cc2ccnc(Nc3ncc(C#N)s3)c2)CC1. As a reaction SMILES: [CH3:17][N:18]([C:19](=[O:20])[N:21]1[CH2:22][CH2:23][NH:24][CH2:25][CH2:26]1)[CH3:27].[CH3:28][S:29]([CH3:30])=[O:31].[Cl:1][CH2:2][c:3]1[cH:4][c:5]([NH:9][c:10]2[s:11][c:12]([C:15]#[N:16])[cH:13][n:14]2)[n:6][cH:7][cH:8]1.[OH2:32]>>[CH2:2]([c:3]1[cH:4][c:5]([NH:9][c:10]2[s:11][c:12]([C:15]#[N:16])[cH:13][n:14]2)[n:6][cH:7][cH:8]1)[N:24]1[CH2:23][CH2:22][N:21]([C:19]([N:18]([CH3:17])[CH3:27])=[O:20])[CH2:26][CH2:25]1. Reactants: C=C(CN(C)S(=O)(=O)c1ccc(C)cc1)c1ccccc1, ClC(Cl)Cl, O=C(OO)c1cccc(Cl)c1. Yields the product Cc1ccc(S(=O)(=O)N(C)CC2(c3ccccc3)CO2)cc1. Reaction SMILES: [CH3:1][N:2]([S:3](=[O:4])(=[O:5])[c:6]1[cH:7][cH:8][c:9]([CH3:12])[cH:10][cH:11]1)[CH2:13][C:14](=[CH2:15])[c:16]1[cH:17][cH:18][cH:19][cH:20][cH:21]1.[CH:33]([Cl:34])([Cl:35])[Cl:36].[Cl:22][c:23]1[cH:24][cH:25][cH:26][c:27]([C:28]([O:29][OH:31])=[O:30])[cH:32]1>>[CH3:1][N:2]([S:3](=[O:4])(=[O:5])[c:6]1[cH:7][cH:8][c:9]([CH3:12])[cH:10][cH:11]1)[CH2:13][C:14]1([c:16]2[cH:17][cH:18][cH:19][cH:20][cH:21]2)[CH2:15][O:30]1.